From a dataset of the Open Reaction Database (ORD), a public repository of structured organic reaction records. describe an organic reaction: reactants, conditions, products, and yield Starting materials: C(#N)C(C(=O)OCCO)=C(C1=CC=CC=C1)C1=CC=CC=C1 (2-hydroxyethyl 2-cyano-3,3-diphenylacrylate), C (charcoal), C(C1CO1)OCC=C (allyl glycidyl ether). The reagents and catalysts are [Cl-].C[N+](C)(C)C (tetramethylammonium chloride). Run in C(Cl)Cl (methylene dichloride). Run at temperature 50 celsius. The product is C(C=C)OCC(COCCOC(C(=C(C1=CC=CC=C1)C1=CC=CC=C1)C#N)=O)O (2-(2-Cyano-3,3-Diphenylacryloxy)Ethyl 3-Allyloxy-2-Hydroxypropyl Ether). As a reaction SMILES: [C:1]([C:3](=[C:10]([C:17]1[CH:22]=[CH:21][CH:20]=[CH:19][CH:18]=1)[C:11]1[CH:16]=[CH:15][CH:14]=[CH:13][CH:12]=1)[C:4]([O:6][CH2:7][CH2:8][OH:9])=[O:5])#[N:2].[CH2:23]([O:27][CH2:28][CH:29]=[CH2:30])[CH:24]1[O:26][CH2:25]1.C>[Cl-].C[N+](C)(C)C.C(Cl)Cl>[CH2:28]([O:27][CH2:23][CH:24]([OH:26])[CH2:25][O:9][CH2:8][CH2:7][O:6][C:4](=[O:5])[C:3]([C:1]#[N:2])=[C:10]([C:17]1[CH:18]=[CH:19][CH:20]=[CH:21][CH:22]=1)[C:11]1[CH:12]=[CH:13][CH:14]=[CH:15][CH:16]=1)[CH:29]=[CH2:30] |f:3.4|. Reported procedure: Into a round bottom flask was charged 29 g. (0.1 moles) of 2-hydroxyethyl 2-cyano-3,3-diphenylacrylate, 12.4 g. (0.11 moles) of allyl glycidyl ether and 250 mg. of tetramethylammonium chloride. The flask was stoppered and the mixture was heated at 50° C. for 16 hours. Then cooled mixture was diluted with 50 ml. methylene dichloride, treated with decolonizing charcoal and filtered. The filtrate was evaporated, leaving a pale yellow oil characterized as the product. The reactants are C(C(CO)(CO)N)O.Cl (Tris-HCl), C1=CC(=C[N+](=C1)[C@H]2[C@@H]([C@@H]([C@H](O2)COP(=O)(O)OP(=O)(O)OC[C@@H]3[C@H]([C@H]([C@@H](O3)N4C=NC5=C4N=CN=C5N)OP(=O)(O)O)O)O)O)C(=O)N (NADP), sepharose-alcohol. Solvent: C(C)(C)O (isopropanol). Conditions: temperature 45 celsius. Yields the product C=1N=C(C2=C(N1)N(C=N2)[C@H]3[C@@H]([C@@H]([C@H](O3)COP(=O)(O)OP(=O)(O)OC[C@@H]4[C@H]([C@H]([C@@H](O4)N5C=CCC(=C5)C(=O)N)O)O)O)OP(=O)(O)O)N (NADPH). RXN SMILES: C(O)C(N)(CO)CO.Cl.[CH:10]1[CH:15]=[N+:14]([C@@H:16]2[O:20][C@H:19]([CH2:21][O:22][P:23]([O:26][P:27]([O:30][CH2:31][C@H:32]3[O:36][C@@H:35]([N:37]4[C:41]5[N:42]=[CH:43][N:44]=[C:45]([NH2:46])[C:40]=5[N:39]=[CH:38]4)[C@H:34]([O:47][P:48]([OH:51])([OH:50])=[O:49])[C@@H:33]3[OH:52])([OH:29])=[O:28])([OH:25])=[O:24])[C@@H:18]([OH:53])[C@H:17]2[OH:54])[CH:13]=[C:12]([C:55]([NH2:57])=[O:56])[CH:11]=1>C(O)(C)C>[CH:43]1[N:44]=[C:45]([NH2:46])[C:40]2[N:39]=[CH:38][N:37]([C@@H:35]3[O:36][C@H:32]([CH2:31][O:30][P:27]([O:26][P:23]([O:22][CH2:21][C@H:19]4[O:20][C@@H:16]([N:14]5[CH:13]=[C:12]([C:55]([NH2:57])=[O:56])[CH2:11][CH:10]=[CH:15]5)[C@H:17]([OH:54])[C@@H:18]4[OH:53])([OH:25])=[O:24])([OH:29])=[O:28])[C@@H:33]([OH:52])[C@H:34]3[O:47][P:48]([OH:51])([OH:50])=[O:49])[C:41]=2[N:42]=1 |f:0.1|. Procedure: The gel was used to prepare a sepharose-alcohol dehydrogenase column (0.4×4.0 cm) which was then immersed in a water bath maintained at 45° C. A 0.01 M Tris-HCl solution (pH 9.0) containing 2.5 mg/ml NADP and 0.25 v/v isopropanol was applied to the column at a rate of 0.25 ml/min.; the treated solution was collected in a cooled ethanol precipitation vessel. Several milliliters of petroleum ether were added to 20 ml of the eluted solution and the precipitate was collected by centrifugation. The reactants are O=C(Cl)CCCCl, Nc1cnc2cccnc2c1Cl, ClCCCl. Product: O=C(CCCCl)Nc1cnc2cccnc2c1Cl. As a reaction SMILES: [Cl:13][CH2:14][CH2:15][CH2:16][C:17](=[O:18])[Cl:19].[Cl:1][c:2]1[c:3]([NH2:12])[cH:4][n:5][c:6]2[cH:7][cH:8][cH:9][n:10][c:11]12.[Cl:20][CH2:21][CH2:22][Cl:23]>>[Cl:1][c:2]1[c:3]([NH:12][C:17]([CH2:16][CH2:15][CH2:14][Cl:13])=[O:18])[cH:4][n:5][c:6]2[cH:7][cH:8][cH:9][n:10][c:11]12. Procedure details: In analogy to the procedure described in Example 160B]), 2-cyclopropanecarbonyl-4-(1,3-dioxo-1,3-dihydro-isoindol-2-yl)-3-oxo-butyric acid ethyl ester and hydrazine.hydrochloride gave the title compound as a light yellow solid (36%). MS: 338.5 (M−H−). RXN SMILES: [CH2:1]([O:3][C:4](=[O:25])[CH:5]([C:20]([CH:22]1[CH2:24][CH2:23]1)=O)[C:6](=O)[CH2:7][N:8]1[C:16](=[O:17])[C:15]2[C:10](=[CH:11][CH:12]=[CH:13][CH:14]=2)[C:9]1=[O:18])[CH3:2].Cl.[NH2:27][NH2:28]>>[CH2:1]([O:3][C:4]([C:5]1[C:6]([CH2:7][N:8]2[C:16](=[O:17])[C:15]3[C:10](=[CH:11][CH:12]=[CH:13][CH:14]=3)[C:9]2=[O:18])=[N:27][NH:28][C:20]=1[CH:22]1[CH2:24][CH2:23]1)=[O:25])[CH3:2] |f:1.2|. Isolated yield 36.0%. Starting materials: C(C)OC(C(C(CN1C(C2=CC=CC=C2C1=O)=O)=O)C(=O)C1CC1)=O (2-cyclopropanecarbonyl-4-(1,3-dioxo-1,3-dihydro-isoindol-2-yl)-3-oxo-butyric acid ethyl ester), Cl.NN (hydrazine.hydrochloride). The product is C(C)OC(=O)C=1C(=NNC1C1CC1)CN1C(C2=CC=CC=C2C1=O)=O (5-Cyclopropyl-3-(1,3-dioxo-1,3-dihydro-isoindol-2-ylmethyl)-1H-pyrazole-4-carboxylic acid ethyl ester).